Dataset: the Open Reaction Database (ORD), a public repository of structured organic reaction records. Task: describe an organic reaction: reactants, conditions, products, and yield Starting materials: C(C)(C)O (isopropanol), [Na] (sodium), C(#N)C=1C=CC(=C(C(=O)O)C1)I (5-cyano-2-iodobenzoic acid), [Na] (sodium). The reagents and catalysts are [Cu]Br (copper (I) bromide). Reaction conditions: temperature 120 celsius. Product: C(#N)C=1C=CC(=C(C(=O)O)C1)OC(C)C (5-Cyano-2-isopropoxy-benzoic acid). Isolated yield 55.0%. RXN SMILES: [CH:1]([OH:4])([CH3:3])[CH3:2].[Na].[C:6]([C:8]1[CH:9]=[CH:10][C:11](I)=[C:12]([CH:16]=1)[C:13]([OH:15])=[O:14])#[N:7]>[Cu]Br>[C:6]([C:8]1[CH:9]=[CH:10][C:11]([O:4][CH:1]([CH3:3])[CH3:2])=[C:12]([CH:16]=1)[C:13]([OH:15])=[O:14])#[N:7] |^1:4|. Procedure details: To 198 mmol isopropanol was added 19.8 mmol sodium and the mixture was then heated at 100° C. until all the sodium was dissolved (30 min.). Susbsequently, 6.59 mmol 5-cyano-2-iodobenzoic acid [CAS: 219841-92-6; WO9901455] and 1.32 mmol copper (I) bromide were added and the reaction mixture heated at 120° C. for 2 h. The reaction mixture was then cooled to room temperature and concentrated in vacuo. The residue was suspended in 50 ml 1 M aq HCl and extracted 3× with ethyl acetate. The combined or... The reactants are NC(C(O)C1=CC=C(C=C1)F)CC1=CC=C(C=C1)C(F)(F)F ((1RS,2SR)-2-amino-1-(4-fluorophenyl)-3-(4-(trifluoromethyl)phenyl)-1-propanol), C(C)(C)(C)OC(=O)N[C@@H](CC1=CC=CC=C1)C(=O)O (N-t-butyloxycarbonyl-L-phenylalanine), Cl.C(C)N=C=NCCCN(C)C (1-ethyl-3-(3-dimethylaminopropyl)carbodiimide hydrochloride), ON1N=NC2=C1C=CC=C2 (1-hydroxy-1H-benzotriazole). Solvent: O (water), C(C)#N (acetonitrile). Conditions: time 8 hour. Product: FC1=CC=C(C=C1)C(C(CC1=CC=C(C=C1)C(F)(F)F)NC([C@H](CC1=CC=CC=C1)NC(OC(C)(C)C)=O)=O)O (1,1-dimethylethyl (1S)-2-(((1RS,2SR)-2-(4-fluorophenyl)-2-hydroxy-1-((4-(trifluoromethyl)phenyl)methyl)ethyl)amino)-2-oxo-1-(phenylmethyl)ethylcarbamate). Isolated yield 39.0%. RXN SMILES: [NH2:1][CH:2]([CH2:12][C:13]1[CH:18]=[CH:17][C:16]([C:19]([F:22])([F:21])[F:20])=[CH:15][CH:14]=1)[CH:3]([C:5]1[CH:10]=[CH:9][C:8]([F:11])=[CH:7][CH:6]=1)[OH:4].[C:23]([O:27][C:28]([NH:30][C@H:31]([C:39](O)=[O:40])[CH2:32][C:33]1[CH:38]=[CH:37][CH:36]=[CH:35][CH:34]=1)=[O:29])([CH3:26])([CH3:25])[CH3:24].Cl.C(N=C=NCCCN(C)C)C.ON1C2C=CC=CC=2N=N1>C(#N)C.O>[F:11][C:8]1[CH:9]=[CH:10][C:5]([CH:3]([OH:4])[CH:2]([NH:1][C:39](=[O:40])[C@@H:31]([NH:30][C:28](=[O:29])[O:27][C:23]([CH3:24])([CH3:25])[CH3:26])[CH2:32][C:33]2[CH:38]=[CH:37][CH:36]=[CH:35][CH:34]=2)[CH2:12][C:13]2[CH:18]=[CH:17][C:16]([C:19]([F:22])([F:20])[F:21])=[CH:15][CH:14]=2)=[CH:6][CH:7]=1 |f:2.3|. Procedure: To a solution of (1RS,2SR)-2-amino-1-(4-fluorophenyl)-3-(4-(trifluoromethyl)phenyl)-1-propanol (450 mg, 1.44 mmol) in acetonitrile (30 ml) were added N-t-butyloxycarbonyl-L-phenylalanine (382 mg, 1.44 mmol), 1-ethyl-3-(3-dimethylaminopropyl)carbodiimide hydrochloride (413 mg, 2.15 mmol) and 1-hydroxy-1H-benzotriazole (220 mg, 1.44 mmol) and the mixture was stirred overnight at room temperature. The reaction solution was diluted with water (100 ml) and extracted with ethyl acetate (100 ml×2). The... The reactants are N[C@@H](C(=O)NC1C(N(C2=C(C=CC=C2C1)N1C(CCC1)=O)CC1=CSC=C1)=O)CC(C)C ((2R)-2-amino-4-methyl-N-[2-oxo-8-(2-oxopyrrolidin-1-yl)-1-(thiophen-3-ylmethyl)-1,2,3,4-tetrahydroquinolin-3-yl]pentanamide), C(C)(C)(C)OC(=O)N[C@@](C(=O)O)(CC)C ((R)-2-(tert-butoxycarbonylamino)-2-methylbutanoic acid). Product: C[C@](C(=O)N[C@@H](C(NC1C(N(C2=C(C=CC=C2C1)N1C(CCC1)=O)CC1=CSC=C1)=O)=O)CC(C)C)(CC)NC(OC(C)(C)C)=O (tert-butyl (2R)-2-methyl-1-[(2R)-4-methyl-1-oxo-1-[2-oxo-8-(2-oxopyrrolidin-1-yl)-1-(thiophen-3-ylmethyl)-1,2,3,4-tetrahydroquinolin-3-ylamino]pentan-2-ylamino]-1-oxobutan-2-ylcarbamate). The yield is 97.8%. Reaction SMILES: [NH2:1][C@H:2]([CH2:29][CH:30]([CH3:32])[CH3:31])[C:3]([NH:5][CH:6]1[CH2:15][C:14]2[C:9](=[C:10]([N:16]3[CH2:20][CH2:19][CH2:18][C:17]3=[O:21])[CH:11]=[CH:12][CH:13]=2)[N:8]([CH2:22][C:23]2[CH:27]=[CH:26][S:25][CH:24]=2)[C:7]1=[O:28])=[O:4].[C:33]([O:37][C:38]([NH:40][C@:41]([CH3:47])([CH2:45][CH3:46])[C:42](O)=[O:43])=[O:39])([CH3:36])([CH3:35])[CH3:34]>>[CH3:47][C@@:41]([NH:40][C:38](=[O:39])[O:37][C:33]([CH3:36])([CH3:35])[CH3:34])([CH2:45][CH3:46])[C:42]([NH:1][C@H:2]([CH2:29][CH:30]([CH3:32])[CH3:31])[C:3](=[O:4])[NH:5][CH:6]1[CH2:15][C:14]2[C:9](=[C:10]([N:16]3[CH2:20][CH2:19][CH2:18][C:17]3=[O:21])[CH:11]=[CH:12][CH:13]=2)[N:8]([CH2:22][C:23]2[CH:27]=[CH:26][S:25][CH:24]=2)[C:7]1=[O:28])=[O:43]. Procedure details: The procedure of Example 14(a) was repeated, except that (2R)-2-amino-4-methyl-N-[2-oxo-8-(2-oxopyrrolidin-1-yl)-1-(thiophen-3-ylmethyl)-1,2,3,4-tetrahydroquinolin-3-yl]pentanamide (600 mg) and (R)-2-(tert-butoxycarbonylamino)-2-methylbutanoic acid (320 mg) were used, whereby tert-butyl (2R)-2-methyl-1-[(2R)-4-methyl-1-oxo-1-[2-oxo-8-(2-oxopyrrolidin-1-yl)-1-(thiophen-3-ylmethyl)-1,2,3,4-tetrahydroquinolin-3-ylamino]pentan-2-ylamino]-1-oxobutan-2-ylcarbamate (844 mg) was yielded. Subsequently, t... The reactants are NC=1C=NC2=CC(=CC=C2C1NCC(C)(O)C)OCC1=CC=CC=C1 (1-{[3-Amino-7-(benzyloxy)quinolin-4-yl]amino}-2-methylpropan-2-ol), C(C1=CC=CC=C1)OC=1C=CC=2C3=C(C=NC2C1)N=CN3CC(C)(O)C ((7-benzyloxy-1H-imidazo[4,5-c]quinolin-1-yl)-2-methylpropan-2-ol), C(OCC)(OCC)OCC (triethyl orthoformate), C(CCC)(OC)(OC)OC (trimethyl orthobutyrate). Yields the product NC1=NC=2C=C(C=CC2C2=C1N=CN2CC(C)(O)C)OCC2=CC=CC=C2 ((4-amino-7-benzyloxy-1H-imidazo[4,5-c]quinolin-1-yl)-2-methylpropan-2-ol). As a reaction SMILES: [NH2:1]C1C=NC2C(C=1NCC(C)(O)C)=CC=C(OCC1C=CC=CC=1)C=2.C(OCC)(OCC)OCC.C(OC)(OC)(OC)CCC.[CH2:46]([O:53][C:54]1[CH:55]=[CH:56][C:57]2[C:58]3[N:66]([CH2:67][C:68]([CH3:71])([OH:70])[CH3:69])[CH:65]=[N:64][C:59]=3[CH:60]=[N:61][C:62]=2[CH:63]=1)[C:47]1[CH:52]=[CH:51][CH:50]=[CH:49][CH:48]=1>>[NH2:1][C:60]1[C:59]2[N:64]=[CH:65][N:66]([CH2:67][C:68]([CH3:71])([OH:70])[CH3:69])[C:58]=2[C:57]2[CH:56]=[CH:55][C:54]([O:53][CH2:46][C:47]3[CH:52]=[CH:51][CH:50]=[CH:49][CH:48]=3)=[CH:63][C:62]=2[N:61]=1. Procedure details: 1-{[3-Amino-7-(benzyloxy)quinolin-4-yl]amino}-2-methylpropan-2-ol, prepared as described in Parts A and B of Example 54, was treated according to the general method of Part G of Example 1 with triethyl orthoformate used in lieu of trimethyl orthobutyrate. The product, (7-benzyloxy-1H-imidazo[4,5-c]quinolin-1-yl)-2-methylpropan-2-ol, was treated according to the general methods of Parts H and I of Example 1 to provide (4-amino-7-benzyloxy-1H-imidazo[4,5-c]quinolin-1-yl)-2-methylpropan-2-ol as a w...